This data is from the Open Reaction Database (ORD), a public repository of structured organic reaction records. The task is: describe an organic reaction: reactants, conditions, products, and yield Starting materials: C(C)N(C1(CC1)C(=O)OC)S(=O)(=O)C1=CC=C(C=C1)F (methyl 1-[ethyl-(4-fluorophenyl)sulfonyl-amino]cyclopropanecarboxylate), [OH-].[Na+] (NaOH). Run in O1CCOCC1 (dioxane). Run at temperature 50 celsius. Yields the product C(C)N(C1(CC1)C(=O)O)S(=O)(=O)C1=CC=C(C=C1)F (1-[ethyl-(4-fluorophenyl)sulfonyl-amino]cyclopropanecarboxylic acid). The yield is 80.4%. As a reaction SMILES: [CH2:1]([N:3]([S:11]([C:14]1[CH:19]=[CH:18][C:17]([F:20])=[CH:16][CH:15]=1)(=[O:13])=[O:12])[C:4]1([C:7]([O:9]C)=[O:8])[CH2:6][CH2:5]1)[CH3:2].[OH-].[Na+]>O1CCOCC1>[CH2:1]([N:3]([S:11]([C:14]1[CH:15]=[CH:16][C:17]([F:20])=[CH:18][CH:19]=1)(=[O:12])=[O:13])[C:4]1([C:7]([OH:9])=[O:8])[CH2:6][CH2:5]1)[CH3:2] |f:1.2|. Procedure: A solution of 14A (1.3 g, 4.33 mmol) in dioxane (40 mL) was added with 10% NaOH aq. solution (20 mL) and the mixture was heated at 50° C. overnight. The organic solvent was removed under reduced pressure and the aqueous phase was acidified with 10% HCl. The solid formed was collected by filtration, washed with water (2×20 mL) and dried to afford 15A as white solid (1.0 g, 81% yield). 1HNMR (DMSO, 200 MHz) δ 1.10 (t, 3H, J=7.2), 1.65 (bs, 4H), 7.39 (m, 2H), 7.84 (m, 2H), 12.90 (bs, 1H). Reactants: C(C1=CC=CC=C1)N=C(C)C1=CC=CC=C1 (N-benzyl-N-(1-phenylethylidene)amine), [Ir(1,5-cyclooctadiene)Cl]2, {, C(C)P(C1=CC(=CC(=C1)C)C)C1=CC(=CC(=C1)C)C (ethyl-di(3,5-dimethylphenyl)phosphine), C(C)(=O)O (acetic acid), [H][H] (hydrogen). Reagents/catalysts: [I-].C(CCC)[N+](CCCC)(CCCC)CCCC (tetrabutylammonium iodide). Solvent: C1(=CC=CC=C1)C (toluene). Run at time 20 minute. The product is C(C1=CC=CC=C1)NC(C)C1=CC=CC=C1 (N-benzyl-N-(1-phenylethyl)amine). RXN SMILES: [CH2:1]([N:8]=[C:9]([C:11]1[CH:16]=[CH:15][CH:14]=[CH:13][CH:12]=1)[CH3:10])[C:2]1[CH:7]=[CH:6][CH:5]=[CH:4][CH:3]=1.C(P(C1C=C(C)C=C(C)C=1)C1C=C(C)C=C(C)C=1)C.C(O)(=O)C.[H][H]>[I-].C([N+](CCCC)(CCCC)CCCC)CCC.C1(C)C=CC=CC=1>[CH2:1]([NH:8][CH:9]([C:11]1[CH:16]=[CH:15][CH:14]=[CH:13][CH:12]=1)[CH3:10])[C:2]1[CH:7]=[CH:6][CH:5]=[CH:4][CH:3]=1 |f:4.5|. Procedure: The process is carried out as in Example 6, but the reaction conditions are modified as follows: 0.636 g (3 mmol) of N-benzyl-N-(1-phenylethylidene)amine, 10.2 mg (0.0152 mmol) of [Ir(1,5-cyclooctadiene)Cl]2, 21.4 mg (0.0333 mmol) of {(R)-1-[(S)-2-diphenylphosphino)ferrocenyl]}ethyl-di(3,5-dimethylphenyl)phosphine (ligand) and 15 mg (0.04 mmol) of tetrabutylammonium iodide, 2 ml of acetic acid, 15 ml of toluene, 30 bar of hydrogen, reaction temperature: 25° C. The reaction time is 20 minutes. Th... The reactants are C=C(CCC(=O)OCc1ccccc1)C(=O)OCc1ccccc1, SCc1ccccc1, CC(C)=O, CN(C)c1ccncc1. The product is O=C(CCC(CS(=O)Cc1ccccc1)C(=O)OCc1ccccc1)OCc1ccccc1. As a reaction SMILES: [CH2:1]=[C:2]([C:3](=[O:4])[O:5][CH2:6][c:7]1[cH:8][cH:9][cH:10][cH:11][cH:12]1)[CH2:13][CH2:14][C:15](=[O:16])[O:17][CH2:18][c:19]1[cH:20][cH:21][cH:22][cH:23][cH:24]1.[CH2:25]([c:26]1[cH:27][cH:28][cH:29][cH:30][cH:31]1)[SH:32].[CH3:33][C:34]([CH3:35])=[O:36].[CH3:37][N:38]([CH3:39])[c:40]1[cH:41][cH:42][n:43][cH:44][cH:45]1>>[CH2:1]([CH:2]([C:3](=[O:4])[O:5][CH2:6][c:7]1[cH:8][cH:9][cH:10][cH:11][cH:12]1)[CH2:13][CH2:14][C:15](=[O:16])[O:17][CH2:18][c:19]1[cH:20][cH:21][cH:22][cH:23][cH:24]1)[S:32]([CH2:25][c:26]1[cH:27][cH:28][cH:29][cH:30][cH:31]1)=[O:36].